Dataset: the Open Reaction Database (ORD), a public repository of structured organic reaction records. Task: describe an organic reaction: reactants, conditions, products, and yield The reactants are ClC1=CC=C(C=C1)C(CC([Sn](CCCC)(CCCC)CCCC)I)(C)C (3-(4-chlorophenyl)-3-methyl-1-iodo-1-tributylstannylbutane), 1,8-diazabicyclo, undec-7-ene (DBU)in, O1CCCC1 (tetrahydrofuran). Run in O (water). Product: ClC1=CC=C(C=C1)C(C=C[Sn](CCCC)(CCCC)CCCC)(C)C (3-(4-chlorophenyl)-3-methyl-1-tributylstannyl-1-butene). The yield is 75.2%. RXN SMILES: [Cl:1][C:2]1[CH:7]=[CH:6][C:5]([C:8]([CH3:26])([CH3:25])[CH2:9][CH:10](I)[Sn:11]([CH2:20][CH2:21][CH2:22][CH3:23])([CH2:16][CH2:17][CH2:18][CH3:19])[CH2:12][CH2:13][CH2:14][CH3:15])=[CH:4][CH:3]=1.O1CCCC1>O>[Cl:1][C:2]1[CH:7]=[CH:6][C:5]([C:8]([CH3:26])([CH3:25])[CH:9]=[CH:10][Sn:11]([CH2:16][CH2:17][CH2:18][CH3:19])([CH2:12][CH2:13][CH2:14][CH3:15])[CH2:20][CH2:21][CH2:22][CH3:23])=[CH:4][CH:3]=1. Procedure: Under a nitrogen atmosphere, a stirred solution of 8.7 grams (0.015 mole) of 3-(4-chlorophenyl)-3-methyl-1-iodo-1-tributylstannylbutane and 6.5 mL (0.045 mole) of 1,8-diazabicyclo 5.4.0!undec-7-ene (DBU)in 50 mL of tetrahydrofuran was heated at reflux for about 18 hours. The reaction mixture was cooled and poured into about 225 mL of water. The mixture was then made acidic with aqueous 2N hydrochloric acid and extracted with two 150 mL portions of diethyl ether. The combined extracts were dried ...